describe an organic reaction: reactants, conditions, products, and yield From a dataset of the Open Reaction Database (ORD), a public repository of structured organic reaction records. Reactants: ClCCl, CCCCCl, C[Al](C)C, CC1(C)Oc2cccc(S(N)(=O)=O)c2O1, COC(=O)Nc1nc(C)cc(OC)n1, CCCCCC, CC(=O)O, Cl, O. Yields the product COc1cc(C)nc(NC(=O)NS(=O)(=O)c2cccc3c2OC(C)(C)O3)n1. RXN SMILES: [CH2:35]([Cl:36])[Cl:37].[CH2:44]([Cl:45])[CH2:46][CH2:47][CH3:48].[CH3:16][Al:17]([CH3:18])[CH3:19].[CH3:1][C:2]1([CH3:15])[O:3][c:4]2[c:5]([cH:7][cH:8][cH:9][c:10]2[S:11](=[O:12])(=[O:13])[NH2:14])[O:6]1.[CH3:20][O:21][c:22]1[n:23][c:24]([NH:29][C:30]([O:31][CH3:33])=[O:32])[n:25][c:26]([CH3:28])[cH:27]1.[CH3:38][CH2:39][CH2:40][CH2:41][CH2:42][CH3:43].[CH3:49][C:50](=[O:51])[OH:52].[ClH:34].[OH2:53]>>[CH3:1][C:2]1([CH3:15])[O:3][c:4]2[c:5]([cH:7][cH:8][cH:9][c:10]2[S:11](=[O:12])(=[O:13])[NH:14][C:30]([NH:29][c:24]2[n:23][c:22]([O:21][CH3:20])[cH:27][c:26]([CH3:28])[n:25]2)=[O:31])[O:6]1. Reactants: [N+](=O)([O-])C=1C=C(C(=O)Cl)C=CC1Cl (3-nitro-4-chlorobenzoyl chloride), acid chloride-pyridine, N1=CC=CC=C1 (pyridine), C1(CCCCC1)O (cyclohexanol). RXN SMILES: [N+:1]([C:4]1[CH:5]=[C:6]([CH:10]=[CH:11][C:12]=1[Cl:13])[C:7](Cl)=[O:8])([O-:3])=[O:2].N1C=CC=CC=1.[CH:20]1([OH:26])[CH2:25][CH2:24][CH2:23][CH2:22][CH2:21]1>C1C=CC=CC=1>[N+:1]([C:4]1[CH:5]=[C:6]([CH:10]=[CH:11][C:12]=1[Cl:13])[C:7]([O:26][CH:20]1[CH2:25][CH2:24][CH2:23][CH2:22][CH2:21]1)=[O:8])([O-:3])=[O:2]. Yield: 88.0%. The solvent is C1=CC=CC=C1 (benzene), C1=CC=CC=C1 (benzene). Yields the product [N+](=O)([O-])C=1C=C(C(=O)OC2CCCCC2)C=CC1Cl (cyclohexyl 3-nitro-4-chlorobenzoate). Reported procedure: Twelve grams (0.055 mole) fo crude 3-nitro-4-chlorobenzoyl chloride were dissolved in 200 ml. of benzene. 8 milliliters of pyridine were added to the reaction mixture. 6 milliliters of cyclohexanol were dissolved in 50 ml. of benzene and the solution was added dropwise to the acid chloride-pyridine mixture. The reaction mixture was refluxed for 4 hours and filtered. The benzene filtrate was washed successively with dilute acid, dilute base and water. The washed benzene solution was dried and eva...